describe an organic reaction: reactants, conditions, products, and yield From a dataset of the Open Reaction Database (ORD), a public repository of structured organic reaction records. The reactants are ClCCC[Si](OCC)(OCC)C (3-chloropropylmethyldiethoxysilane), N (ammonia), N (ammonia). Yields the product NCCC[Si](OCC)(OCC)C (3-aminopropylmethyldiethoxysilane). As a reaction SMILES: Cl[CH2:2][CH2:3][CH2:4][Si:5]([CH3:12])([O:9][CH2:10][CH3:11])[O:6][CH2:7][CH3:8].[NH3:13]>>[NH2:13][CH2:2][CH2:3][CH2:4][Si:5]([CH3:12])([O:9][CH2:10][CH3:11])[O:6][CH2:7][CH3:8]. Procedure: According to Example 1, 6.6 kg (31.1 mol) 3-chloropropylmethyldiethoxysilane are reacted with 24 kg (1412 mol) ammonia, excess ammonia is removed by pressure distillation and flash processes and the 3-aminopropylmethyldiethoxysilane that is formed is isolated by filtration and vacuum distillation. Starting materials: COC(=O)CCC(=O)CBr, COC(=O)CC(Br)C(C)=O, COC(=O)CC(Br)C(=O)CBr, COC(=O)CCC(C)=O, CO, [H][H]. The product is Br, COC(=O)CCC(C)=O. As a reaction SMILES: [CH3:11][O:12][C:13](=[O:14])[CH2:15][CH2:16][C:17]([CH2:18][Br:19])=[O:20].[CH3:1][O:2][C:3]([CH2:4][CH:5]([C:6](=[O:7])[CH3:8])[Br:9])=[O:10].[CH3:21][O:22][C:23](=[O:24])[CH2:25][CH:26]([Br:27])[C:28]([CH2:29][Br:30])=[O:31].[CH3:32][O:33][C:34](=[O:35])[CH2:36][CH2:37][C:38]([CH3:39])=[O:40].[CH3:41][OH:42].[H:43][H:44]>>[BrH:9].[CH3:1][O:2][C:3]([CH2:4][CH2:5][C:6](=[O:7])[CH3:8])=[O:10]. The reactants are [N+](=O)([O-])C1=C(C=CC=C1)C1=CC=C(C=C1)CN1C(=NC(=C1COC)Cl)CCCC (1-[(2'-nitrobiphenyl-4-yl)methyl]-2-butyl-4-chloro-5-methoxymethylimidazole), C(C)(=O)O (acetic acid). The reagents and catalysts are [Fe] (iron). The solvent is CO (methanol). The product is C(CCC)C=1NC(=C(N1)Cl)COC (2-butyl-4-chloro-5-methoxymethylimidazole). RXN SMILES: [N+](C1C=CC=CC=1C1C=CC(C[N:17]2[C:21]([CH2:22][O:23][CH3:24])=[C:20]([Cl:25])[N:19]=[C:18]2[CH2:26][CH2:27][CH2:28][CH3:29])=CC=1)([O-])=O.C(O)(=O)C>[Fe].CO>[CH2:26]([C:18]1[NH:17][C:21]([CH2:22][O:23][CH3:24])=[C:20]([Cl:25])[N:19]=1)[CH2:27][CH2:28][CH3:29]. Procedure: A solution of 4.40 g of 1-[(2'-nitrobiphenyl-4-yl)methyl]-2-butyl-4-chloro-5-methoxymethylimidazole, 2.10 g of iron powder, 4.25 mL of glacial acetic acid, and 200 mL of methanol was refluxed for 5 hours. After cooling, the solvent was removed in vacuo, and the residue was dissolved in ethyl acetate. The precipitated iron salts were removed by filtration through Celite®, and the resulting solution was washed with water and brine, dried over anhydrous sodium sulfate and concentrated. Column chrom... The reactants are C(#N)C=1C(=C(SC1I)C=1N(CCN1)C(=O)OC(C)(C)C)C1=C(C=C(C=C1)Cl)Cl (tert-butyl 2-[4-cyano-3-(2,4-dichlorophenyl)-5-iodo-2-thienyl]-4,5-dihydro-1H-imidazole-1-carboxylate), C[Sn](C1=CC(=NC=C1)NC(=O)C1CC1)(C)C (N-[4-(trimethylstannyl)pyridin-2-yl]cyclopropanecarboxamide), [Cl-].[Li+] (Lithium chloride), O1CCOCC1 (1,4-Dioxane). Reagents/catalysts: [Cu]I (Copper(I) iodide), C=1C=CC(=CC1)[P](C=2C=CC=CC2)(C=3C=CC=CC3)[Pd]([P](C=4C=CC=CC4)(C=5C=CC=CC5)C=6C=CC=CC6)([P](C=7C=CC=CC7)(C=8C=CC=CC8)C=9C=CC=CC9)[P](C=1C=CC=CC1)(C=1C=CC=CC1)C=1C=CC=CC1 (Tetrakis(triphenylphosphine)palladium(0)). Product: C(#N)C=1C(=C(SC1C1=CC(=NC=C1)NC(=O)C1CC1)C=1N(CCN1)C(=O)OC(C)(C)C)C1=C(C=C(C=C1)Cl)Cl (tert-butyl 2-[4-cyano-5-{2-[(cyclopropylcarbonyl)amino]pyridin-4-yl}-3-(2,4-dichlorophenyl)-2-thienyl]-4,5-dihydro-1H-imidazole-1-carboxylate). The yield is 59.3%. RXN SMILES: [C:1]([C:3]1[C:4]([C:21]2[CH:26]=[CH:25][C:24]([Cl:27])=[CH:23][C:22]=2[Cl:28])=[C:5]([C:9]2[N:10]([C:14]([O:16][C:17]([CH3:20])([CH3:19])[CH3:18])=[O:15])[CH2:11][CH2:12][N:13]=2)[S:6][C:7]=1I)#[N:2].C[Sn](C)(C)[C:31]1[CH:36]=[CH:35][N:34]=[C:33]([NH:37][C:38]([CH:40]2[CH2:42][CH2:41]2)=[O:39])[CH:32]=1.[Cl-].[Li+].O1CCOCC1>[Cu]I.C1C=CC([P]([Pd]([P](C2C=CC=CC=2)(C2C=CC=CC=2)C2C=CC=CC=2)([P](C2C=CC=CC=2)(C2C=CC=CC=2)C2C=CC=CC=2)[P](C2C=CC=CC=2)(C2C=CC=CC=2)C2C=CC=CC=2)(C2C=CC=CC=2)C2C=CC=CC=2)=CC=1>[C:1]([C:3]1[C:4]([C:21]2[CH:26]=[CH:25][C:24]([Cl:27])=[CH:23][C:22]=2[Cl:28])=[C:5]([C:9]2[N:10]([C:14]([O:16][C:17]([CH3:20])([CH3:19])[CH3:18])=[O:15])[CH2:11][CH2:12][N:13]=2)[S:6][C:7]=1[C:31]1[CH:36]=[CH:35][N:34]=[C:33]([NH:37][C:38]([CH:40]2[CH2:41][CH2:42]2)=[O:39])[CH:32]=1)#[N:2] |f:2.3,^1:58,60,79,98|. Procedure: tert-butyl 2-[4-cyano-3-(2,4-dichlorophenyl)-5-iodo-2-thienyl]-4,5-dihydro-1H-imidazole-1-carboxylate (0.500 g, 0.912 mmol), N-[4-(trimethylstannyl)pyridin-2-yl]cyclopropanecarboxamide (0.445 g, 1.37 mmol), Lithium chloride (0.116 g, 2.74 mmol), Copper(I) iodide (0.0521 g, 0.274 mmol) and Tetrakis(triphenylphosphine)palladium(0) (0.105 g, 0.0912 mmol) were combined in a 100 mL round-bottom flask under an atmosphere of argon and 1,4-Dioxane (45.3 mL, 0.580 mol) was added. The solution was heated ... The reactants are CC1=C(N)C=CC(=C1)[N+](=O)[O-] (2-methyl-4-nitroaniline), C(=O)O (formic acid), resultant mixture, ice water. Conditions: time 4 hour. The product is C(=O)NC1=C(C=C(C=C1)[N+](=O)[O-])C (N-formyl-2-methyl-4-nitroaniline). The yield is 94.9%. As a reaction SMILES: [CH3:1][C:2]1[CH:8]=[C:7]([N+:9]([O-:11])=[O:10])[CH:6]=[CH:5][C:3]=1[NH2:4].[CH:12](O)=[O:13]>>[CH:12]([NH:4][C:3]1[CH:5]=[CH:6][C:7]([N+:9]([O-:11])=[O:10])=[CH:8][C:2]=1[CH3:1])=[O:13]. Reported procedure: 1000 g of formic acid were introduced into a flask fitted with a stirrer and a reflux condenser. 151 g (1 mol) of 2-methyl-4-nitroaniline were added, and the resultant mixture was slowly heated to the reflux point. After four hours, the reaction mixture was poured into 5 l of ice water. The resultant precipitate was filtered off with suction, washed with water until neutral and then dried at 60° C. under reduced pressure. Recrystallization of the resultant crude product from 2.5 l of methanol or... Reactants: COC(C(C(=O)OC)C(C=C)(C)C)=O (dimethyl(1,1-dimethylallyl)malonate), COC(C(C(=O)OC)CC=C(C)C)=O (dimethyl(3,3-dimethylallyl)malonate). Product: C(CC(=O)OC)(=O)OC (Dimethyl Malonate). As a reaction SMILES: [CH3:1][O:2][C:3](=[O:14])[CH:4](C(C)(C)C=C)[C:5]([O:7][CH3:8])=[O:6].COC(=O)C(CC=C(C)C)C(OC)=O>>[C:5]([O:7][CH3:8])(=[O:6])[CH2:4][C:3]([O:2][CH3:1])=[O:14]. Procedure: A mixture of bis(dibenzalacetone)palladium (0) (0.23 g, 0.4 mmole) and triphenylphosphine (0.84 g, 3.2 mmoles) in tetrahydrofuran (10 ml) is stirred at room temperature under argon for a few minutes to generate the catalytically active species. To the catalyst solution is added 2-methyl-3-buten-2-yl acetate (51.27 g, 400 moles) prepared according to Example 1 and a tetrahydrofuran solution of preformed dimethyl sodiomalonate prepared from sodium hydride (10.77 g) and dimethyl malonate (59.45 g, ...